Dataset: the Open Reaction Database (ORD), a public repository of structured organic reaction records. Task: describe an organic reaction: reactants, conditions, products, and yield The reactants are FC1=C2C(=C(C(=NC2=CC(=C1)F)N1CCNCC1)C)NC=1C=NC=C(C1)N1CCOCC1 (5,7-difluoro-3-methyl-N-(5-morpholinopyridin-3-yl)-2-(piperazin-1-yl)quinolin-4-amine), CC1=CC=C(O1)C(=O)Cl (5-methylfuran-2-carbonyl chloride). Yields the product FC1=C2C(=C(C(=NC2=CC(=C1)F)N1CCN(CC1)C(=O)C=1OC(=CC1)C)C)NC=1C=NC=C(C1)N1CCOCC1 ((4-(5,7-difluoro-3-methyl-4-(5-morpholinopyridin-3-ylamino)quinolin-2-yl)piperazin-1-yl)(5-methylfuran-2-yl)methanone). Reaction SMILES: [F:1][C:2]1[CH:11]=[C:10]([F:12])[CH:9]=[C:8]2[C:3]=1[C:4]([NH:20][C:21]1[CH:22]=[N:23][CH:24]=[C:25]([N:27]3[CH2:32][CH2:31][O:30][CH2:29][CH2:28]3)[CH:26]=1)=[C:5]([CH3:19])[C:6]([N:13]1[CH2:18][CH2:17][NH:16][CH2:15][CH2:14]1)=[N:7]2.[CH3:33][C:34]1[O:38][C:37]([C:39](Cl)=[O:40])=[CH:36][CH:35]=1>>[F:1][C:2]1[CH:11]=[C:10]([F:12])[CH:9]=[C:8]2[C:3]=1[C:4]([NH:20][C:21]1[CH:22]=[N:23][CH:24]=[C:25]([N:27]3[CH2:32][CH2:31][O:30][CH2:29][CH2:28]3)[CH:26]=1)=[C:5]([CH3:19])[C:6]([N:13]1[CH2:14][CH2:15][N:16]([C:39]([C:37]3[O:38][C:34]([CH3:33])=[CH:35][CH:36]=3)=[O:40])[CH2:17][CH2:18]1)=[N:7]2. Procedure: Prepared according to Procedure R using 5,7-difluoro-3-methyl-N-(5-morpholinopyridin-3-yl)-2-(piperazin-1-yl)quinolin-4-amine (50.0 mg, 0.11 mmol) and 5-methylfuran-2-carbonyl chloride to give (4-(5,7-difluoro-3-methyl-4-(5-morpholinopyridin-3-ylamino)quinolin-2-yl)piperazin-1-yl)(5-methylfuran-2-yl)methanone. 1H NMR (CDCl3) δ ppm 2.11 (br s, 3H), 2.49 (br s, 3H), 3.06 (t, J=5.6 Hz, 4H), 3.30-3.40 (m, 4H), 3.69 (t, J=5.6 Hz, 4H), 3.86 (br s, 4H), 6.27 (br s, 1H), 6.52 (s, 1H), 6.94 (d, J=3.2 Hz,... Reactants: CCN(CC)CCN1CCc2[nH]c(C=O)c(C)c2C1=O, O=C1Cc2cc(Cl)ccc2N1. Product: CCN(CC)CCN1CCc2[nH]c(C=C3C(=O)Nc4ccc(Cl)cc43)c(C)c2C1=O. As a reaction SMILES: [CH2:1]([CH3:2])[N:3]([CH2:4][CH2:5][N:6]1[C:7](=[O:18])[c:8]2[c:9]([nH:12][c:13]([CH:16]=[O:17])[c:14]2[CH3:15])[CH2:10][CH2:11]1)[CH2:19][CH3:20].[Cl:21][c:22]1[cH:23][c:24]2[c:28]([cH:29][cH:30]1)[NH:27][C:26](=[O:31])[CH2:25]2>>[CH2:1]([CH3:2])[N:3]([CH2:4][CH2:5][N:6]1[C:7](=[O:18])[c:8]2[c:9]([nH:12][c:13]([CH:16]=[C:25]3[c:24]4[cH:23][c:22]([Cl:21])[cH:30][cH:29][c:28]4[NH:27][C:26]3=[O:31])[c:14]2[CH3:15])[CH2:10][CH2:11]1)[CH2:19][CH3:20]. Starting materials: CS(=O)(=O)O, CO, COc1ccc(S(N)(=O)=O)cc1C(O)CN. The product is CS(=O)(=O)O, COc1ccc(S(N)(=O)=O)cc1C(O)CN. RXN SMILES: [CH3:17][S:18]([OH:19])(=[O:20])=[O:21].[CH3:22][OH:23].[NH2:1][CH2:2][CH:3]([OH:4])[c:5]1[c:6]([O:15][CH3:16])[cH:7][cH:8][c:9]([S:11]([NH2:12])(=[O:13])=[O:14])[cH:10]1>>[CH3:17][S:18](=[O:19])(=[O:20])[OH:21].[NH2:1][CH2:2][CH:3]([OH:4])[c:5]1[c:6]([O:15][CH3:16])[cH:7][cH:8][c:9]([S:11]([NH2:12])(=[O:13])=[O:14])[cH:10]1. Reactants: Cl.C(C)N=C=NCCCN(C)C (1-ethyl-3-(3-dimethylaminopropyl)carbodiimide hydrochloride), ON1N=NC2=C1C=CC=C2 (1-hydroxybenzotriazole), O1CCCC1 (tetrahydrofuran), solution, [F-].C(CCC)[N+](CCCC)(CCCC)CCCC (tetrabutylammoniumfluoride), Example 10 ( 10d ), Example 12 ( 12a ), O(C1=CC=CC=C1)C1=CC=C(C(=O)O)C=C1 (4-phenoxybenzoic acid), [Si](C)(C)(C(C)(C)C)OCC1=CC(=C(S1)C(N)=NO)CC (5-({[t-butyl(dimethyl)silyl]oxy}methyl)-3-ethyl-N′-hydroxythiophene-2-carboximidamide). Product: crude product, C(C)C=1C=C(SC1C1=NOC(=N1)C1=CC=C(C=C1)OC1=CC=CC=C1)CO ({4-Ethyl-5-[5-(4-phenoxyphenyl)-1,2,4-oxadiazol-3-yl]-2-thienyl}methanol). Procedure details: The crude product of the title compound was synthesized by conducting the reaction similar to that mentioned in Example 12 (12a) using 4-phenoxybenzoic acid (0.12 g, 0.53 mmol), 1-hydroxybenzotriazole (74 mg, 0.55 mmol), 1-ethyl-3-(3-dimethylaminopropyl)carbodiimide hydrochloride (0.11 g, 0.55 mmol), 5-({[t-butyl(dimethyl)silyl]oxy}methyl)-3-ethyl-N′-hydroxythiophene-2-carboximidamide (0.16 g, 0.50 mmol) that was obtained in Example 10 (10d), and 1.0 M solution of tetrabutylammoniumfluoride in t... RXN SMILES: [O:1]([C:8]1[CH:16]=[CH:15][C:11]([C:12]([OH:14])=O)=[CH:10][CH:9]=1)[C:2]1[CH:7]=[CH:6][CH:5]=[CH:4][CH:3]=1.ON1C2C=CC=CC=2N=N1.Cl.C(N=C=NCCCN(C)C)C.[Si]([O:46][CH2:47][C:48]1[S:52][C:51]([C:53](=[N:55]O)[NH2:54])=[C:50]([CH2:57][CH3:58])[CH:49]=1)(C(C)(C)C)(C)C.[F-].C([N+](CCCC)(CCCC)CCCC)CCC.O1CCCC1>>[CH2:57]([C:50]1[CH:49]=[C:48]([CH2:47][OH:46])[S:52][C:51]=1[C:53]1[N:55]=[C:12]([C:11]2[CH:10]=[CH:9][C:8]([O:1][C:2]3[CH:3]=[CH:4][CH:5]=[CH:6][CH:7]=3)=[CH:16][CH:15]=2)[O:14][N:54]=1)[CH3:58] |f:2.3,5.6|. Starting materials: C[Si](C)(C)CCOCn1cc(C#N)nc1C(=O)Nc1cccnc1C1=CCCCC1, CO, ClCCl, O=C(O)C(F)(F)F. Product: N#Cc1c[nH]c(C(=O)Nc2cccnc2C2=CCCCC2)n1, O=C(O)C(F)(F)F. Reaction SMILES: [C:1]1([c:7]2[n:8][cH:9][cH:10][cH:11][c:12]2[NH:13][C:14](=[O:15])[c:16]2[n:17]([CH2:23][O:24][CH2:25][CH2:26][Si:27]([CH3:28])([CH3:29])[CH3:30])[cH:18][c:19]([C:21]#[N:22])[n:20]2)=[CH:2][CH2:3][CH2:4][CH2:5][CH2:6]1.[CH3:31][OH:32].[Cl:40][CH2:41][Cl:42].[F:33][C:34]([C:35](=[O:36])[OH:37])([F:38])[F:39]>>[C:1]1([c:7]2[n:8][cH:9][cH:10][cH:11][c:12]2[NH:13][C:14](=[O:15])[c:16]2[nH:17][cH:18][c:19]([C:21]#[N:22])[n:20]2)=[CH:2][CH2:3][CH2:4][CH2:5][CH2:6]1.[F:33][C:34]([C:35](=[O:36])[OH:37])([F:38])[F:39].